This data is from the Open Reaction Database (ORD), a public repository of structured organic reaction records. The task is: describe an organic reaction: reactants, conditions, products, and yield Starting materials: O=C(O)c1cc(Cl)ccc1Oc1ccc(F)cc1F, Cl, COC(=O)c1ccc(C(C)N)cc1. Product: COC(=O)c1ccc(C(C)NC(=O)c2cc(Cl)ccc2Oc2ccc(F)cc2F)cc1. RXN SMILES: [Cl:15][c:16]1[cH:17][cH:18][c:19]([O:25][c:26]2[c:27]([F:33])[cH:28][c:29]([F:32])[cH:30][cH:31]2)[c:20]([C:21](=[O:22])[OH:23])[cH:24]1.[ClH:1].[NH2:2][CH:3]([CH3:4])[c:5]1[cH:6][cH:7][c:8]([C:9](=[O:10])[O:11][CH3:12])[cH:13][cH:14]1>>[NH:2]([CH:3]([CH3:4])[c:5]1[cH:6][cH:7][c:8]([C:9](=[O:10])[O:11][CH3:12])[cH:13][cH:14]1)[C:21]([c:20]1[c:19]([O:25][c:26]2[c:27]([F:33])[cH:28][c:29]([F:32])[cH:30][cH:31]2)[cH:18][cH:17][c:16]([Cl:15])[cH:24]1)=[O:22]. Starting materials: FC1=C(C=C(C=C1)C([N+]#[C-])C1=CC(=CC(=C1)OC(C(F)F)(F)F)F)OC(C)C (1-fluoro-4-((3-fluoro-5-(1,1,2,2-tetrafluoroethoxy)phenyl)(isocyano)methyl)-2-isopropoxybenzene), C(C1=CC=CC=C1)Br (benzyl bromide), CCOC(=O)C (EtOAc), [OH-].[K+] (KOH). The reagents and catalysts are [Br-].C(CCC)[N+](CCCC)(CCCC)CCCC (tetrabutylammonium bromide). Run in C1(=CC=CC=C1)C (toluene). Reaction conditions: time 3 minute. Yields the product FC1=C(C=C(C=C1)C(CC1=CC=C(C(=O)OC)C=C1)([N+]#[C-])C1=CC(=CC(=C1)OC(C(F)F)(F)F)F)OC(C)C (racemic (±)-methyl 4-(2-(4-fluoro-3-isopropoxyphenyl)-2-(3-fluoro-5-(1,1,2,2-tetrafluoroethoxy)phenyl)-2-isocyanoethyl)benzoate). Yield: 79.0%. RXN SMILES: [F:1][C:2]1[CH:7]=[CH:6][C:5]([CH:8]([C:11]2[CH:16]=[C:15]([O:17][C:18]([F:23])([F:22])[CH:19]([F:21])[F:20])[CH:14]=[C:13]([F:24])[CH:12]=2)[N+:9]#[C-:10])=[CH:4][C:3]=1[O:25][CH:26]([CH3:28])[CH3:27].[CH2:29](Br)[C:30]1[CH:35]=[CH:34][CH:33]=[CH:32][CH:31]=1.[OH-].[K+].C[CH2:40][O:41][C:42](C)=[O:43]>C1(C)C=CC=CC=1.[Br-].C([N+](CCCC)(CCCC)CCCC)CCC>[F:1][C:2]1[CH:7]=[CH:6][C:5]([C:8]([C:11]2[CH:16]=[C:15]([O:17][C:18]([F:22])([F:23])[CH:19]([F:21])[F:20])[CH:14]=[C:13]([F:24])[CH:12]=2)([N+:9]#[C-:10])[CH2:29][C:30]2[CH:35]=[CH:34][C:33]([C:42]([O:41][CH3:40])=[O:43])=[CH:32][CH:31]=2)=[CH:4][C:3]=1[O:25][CH:26]([CH3:28])[CH3:27] |f:2.3,6.7|. Reported procedure: To a solution of 1-fluoro-4-((3-fluoro-5-(1,1,2,2-tetrafluoroethoxy)phenyl)(isocyano)methyl)-2-isopropoxybenzene (81 mg, 0.2 mmol) in toluene (2 mL) was added tetrabutylammonium bromide (19 mg, 0.06 mmol) and benzyl bromide (50 mg, 0.22 mmol), followed by 50% KOH(aq) (650 μL). The reaction mixture was vigorously stirred for 3 minutes. The reaction mixture was diluted with EtOAc (20 mL). The organic layer was separated, washed with sat. NaCl (2 mL), dried over MgSO4, filtered and concentrated und... The reactants are O=C([O-])[O-], CS(=O)(=O)OC1CN(C(=O)c2nnc(-c3ccccc3)o2)C1, CCOC(C)=O, [Cs+], [Cs+], CN(C)C=O, OCc1ccc(S)cc1. Reaction SMILES: [C:32](=[O:33])([O-:34])[O-:35].[CH3:10][S:11]([O:12][CH:15]1[CH2:16][N:17]([C:19](=[O:20])[c:21]2[o:22][c:23](-[c:26]3[cH:27][cH:28][cH:29][cH:30][cH:31]3)[n:24][n:25]2)[CH2:18]1)(=[O:13])=[O:14].[CH3:38][CH2:39][O:40][C:41](=[O:42])[CH3:43].[Cs+:36].[Cs+:37].[O:44]=[CH:45][N:46]([CH3:47])[CH3:48].[SH:1][c:2]1[cH:3][cH:4][c:5]([CH2:8][OH:9])[cH:6][cH:7]1>>[S:1]([c:2]1[cH:3][cH:4][c:5]([CH2:8][OH:9])[cH:6][cH:7]1)[CH:15]1[CH2:16][N:17]([C:19](=[O:20])[c:21]2[o:22][c:23](-[c:26]3[cH:27][cH:28][cH:29][cH:30][cH:31]3)[n:24][n:25]2)[CH2:18]1. The product is O=C(c1nnc(-c2ccccc2)o1)N1CC(Sc2ccc(CO)cc2)C1. Starting materials: COC(=O)C1(CC1)SC1=C(C=C(C(=C1)N)F)Cl (1-(5-amino-2-chloro-4-fluoro-phenylthio)-cyclopropanecarboxylic acid methyl ester), C([O-])([O-])=O.[Ca+2] (calcium carbonate), C(=S)(Cl)Cl (thiophosgene). Run in C(CCl)Cl (ethylene chloride), C(CCl)Cl (ethylene chloride), O (water). The product is COC(=O)C1(CC1)SC1=C(C=C(C(=C1)N=C=S)F)Cl (1-(2-chloro-4-fluoro-5-isothiocyanato-phenylthio)-cyclopropanecarboxylic acid methyl ester). Reaction SMILES: [CH3:1][O:2][C:3]([C:5]1([S:8][C:9]2[CH:14]=[C:13]([NH2:15])[C:12]([F:16])=[CH:11][C:10]=2[Cl:17])[CH2:7][CH2:6]1)=[O:4].C(=O)([O-])[O-].[Ca+2].[C:23](Cl)(Cl)=[S:24]>C(Cl)CCl.O>[CH3:1][O:2][C:3]([C:5]1([S:8][C:9]2[CH:14]=[C:13]([N:15]=[C:23]=[S:24])[C:12]([F:16])=[CH:11][C:10]=2[Cl:17])[CH2:7][CH2:6]1)=[O:4] |f:1.2|. Procedure details: While stirring at room temperature, a solution of 5.5 g of 1-(5-amino-2-chloro-4-fluoro-phenylthio)-cyclopropanecarboxylic acid methyl ester in 20 ml of ethylene chloride is added dropwise to a mixture of 3 g of calcium carbonate, 2 ml of thiophosgene in 20 ml of ethylene chloride and 20 ml of water. After stirring for 4 hours at room temperature, the inorganic portion of the reaction mixture is filtered off and the organic phase is dried over calcium chloride and then concentrated by evaporatio... The reactants are BrC=1C(=C(C(N(C1)C1C(CCCC1)C)=O)C#N)Cl (5-bromo-4-chloro-1-(2-methylcyclohexyl)-2-oxo-1,2-dihydropyridine-3-carbonitrile), O.NN (hydrazine monohydrate), C(O)([O-])=O.[Na+] (sodium hydrogen carbonate), ice water. The product is NC1=NNC2=C1C(N(C=C2Br)C2C(CCCC2)C)=O (3-amino-7-bromo-5-(2-methylcyclohexyl)-1,5-dihydro-4H-pyrazolo[4,3-c]pyridin-4-one). As a reaction SMILES: [Br:1][C:2]1[C:3](Cl)=[C:4]([C:16]#[N:17])[C:5](=O)[N:6]([CH:8]2[CH2:13][CH2:12][CH2:11][CH2:10][CH:9]2[CH3:14])[CH:7]=1.[OH2:19].[NH2:20][NH2:21].C(=O)([O-])O.[Na+]>C(O)C>[NH2:17][C:16]1[C:4]2[C:5](=[O:19])[N:6]([CH:8]3[CH2:13][CH2:12][CH2:11][CH2:10][CH:9]3[CH3:14])[CH:7]=[C:2]([Br:1])[C:3]=2[NH:21][N:20]=1 |f:1.2,3.4|. Procedure details: To a solution of 5-bromo-4-chloro-1-(2-methylcyclohexyl)-2-oxo-1,2-dihydropyridine-3-carbonitrile obtained in Step F (1.29 g) in ethanol (20 mL) was added hydrazine monohydrate (0.288 mL) at room temperature. The reaction mixture was heated at 90° C. for 2 hr, and cooled to room temperature. The reaction mixture was poured into ice water, and the mixture was neutralized with saturated aqueous sodium hydrogen carbonate solution under ice-cooling, and extracted with dichloromethane. The extract wa... Run in C(C)O (ethanol). Conditions: temperature 90 celsius. Starting materials: CCCN(CCC)CCCC(C(=O)OCC)N(C)Cc1ccc(CN(Cc2ncc[nH]2)Cc2nccn2C)cc1, Cl. The product is CCCN(CCC)CCCC(C(=O)O)N(C)Cc1ccc(CN(Cc2ncc[nH]2)Cc2nccn2C)cc1. Reaction SMILES: [CH2:1]([CH3:2])[O:3][C:4]([CH:5]([CH2:6][CH2:7][CH2:8][N:9]([CH2:10][CH2:11][CH3:12])[CH2:13][CH2:14][CH3:15])[N:16]([CH3:17])[CH2:18][c:19]1[cH:20][cH:21][c:22]([CH2:25][N:26]([CH2:27][c:28]2[n:29]([CH3:33])[cH:30][cH:31][n:32]2)[CH2:34][c:35]2[nH:36][cH:37][cH:38][n:39]2)[cH:23][cH:24]1)=[O:40].[ClH:41]>>[O:3]=[C:4]([CH:5]([CH2:6][CH2:7][CH2:8][N:9]([CH2:10][CH2:11][CH3:12])[CH2:13][CH2:14][CH3:15])[N:16]([CH3:17])[CH2:18][c:19]1[cH:20][cH:21][c:22]([CH2:25][N:26]([CH2:27][c:28]2[n:29]([CH3:33])[cH:30][cH:31][n:32]2)[CH2:34][c:35]2[nH:36][cH:37][cH:38][n:39]2)[cH:23][cH:24]1)[OH:40]. The reactants are O1CCC(CC1)N (Tetrahydro-2H-pyran-4-amine), BrC=1C=C2C(=C(C=NC2=CC1)C(=O)OCC)Cl (ethyl 6-bromo-4-chloroquinoline-3-carboxylate), CCN(C(C)C)C(C)C (DIPEA). Run in CC(=O)N(C)C (DMA). Conditions: temperature 80 celsius, time 18.5 hour. Yields the product BrC=1C=C2C(=C(C=NC2=CC1)C(=O)OCC)NC1CCOCC1 (Ethyl 6-bromo-4-(oxan-4-ylamino)quinoline-3-carboxylate). The yield is 96.9%. As a reaction SMILES: [Br:1][C:2]1[CH:3]=[C:4]2[C:9](=[CH:10][CH:11]=1)[N:8]=[CH:7][C:6]([C:12]([O:14][CH2:15][CH3:16])=[O:13])=[C:5]2Cl.[O:18]1[CH2:23][CH2:22][CH:21]([NH2:24])[CH2:20][CH2:19]1.CCN(C(C)C)C(C)C>CC(N(C)C)=O>[Br:1][C:2]1[CH:3]=[C:4]2[C:9](=[CH:10][CH:11]=1)[N:8]=[CH:7][C:6]([C:12]([O:14][CH2:15][CH3:16])=[O:13])=[C:5]2[NH:24][CH:21]1[CH2:22][CH2:23][O:18][CH2:19][CH2:20]1. Procedure: On a larger scale, ethyl 6-bromo-4-chloroquinoline-3-carboxylate (2196 g, (1976 g active), 6.28 mol) was charged to the vessel with DMA (16 L). Tetrahydro-2H-pyran-4-amine (1224 g, 12.10 mol) was added over 10 minutes with an observed exotherm of 21-27° C. DIPEA (3.5 L, 20.09 mol) was added with no observed exotherm. The mixture was heated to 75-85° C. and the resulting solution stirred for 18.5 h at 80° C. HPLC indicated consumption of starting material and 99.2% product. The reaction was coole... Run in O (water). Run at time 0.5 hour. Product: ClCCCOC1=C2C=CNC2=CC=C1 (4-(3-chloropropoxy)-1H-indole). The reactants are OC1=C2C=CNC2=CC=C1 (4-hydroxyindole), [OH-].[K+] (potassium hydroxide), CS(=O)C (DMSO), BrCCCCl (1-bromo-3-chloropropane). Reported procedure: A mixture of 4-hydroxyindole (0.100 g, 0.75 mmol, 1.0 eq), powdered potassium hydroxide (0.042 g, 0.75 mmol, 1.0 eq), and DMSO (3 mL) was stirred at room temperature for 1 hour before 1-bromo-3-chloropropane (0.118 g, 0.75 mmol, 1.0 eq) was added. The above mixture was then stirred at room temperature for another 0.5 hour and then 15 mL of water was added to it. The resultant mixture was extracted with ethyl acetate (2×30 mL). The organic layer was collected, combined, washed with water (6×25 mL... RXN SMILES: [OH:1][C:2]1[CH:10]=[CH:9][CH:8]=[C:7]2[C:3]=1[CH:4]=[CH:5][NH:6]2.[OH-].[K+].CS(C)=O.Br[CH2:18][CH2:19][CH2:20][Cl:21]>O>[Cl:21][CH2:20][CH2:19][CH2:18][O:1][C:2]1[CH:10]=[CH:9][CH:8]=[C:7]2[C:3]=1[CH:4]=[CH:5][NH:6]2 |f:1.2|. Yield: 82.7%.